From a dataset of the Open Reaction Database (ORD), a public repository of structured organic reaction records. describe an organic reaction: reactants, conditions, products, and yield Starting materials: COC(C(CF)(CF)NC(=O)C=1C=2C[C@H]3[C@@H](C2N(N1)C1=NC=CC(=C1)Cl)C3)=O (2-{[(1aS,5aS)-2-(4-chloro-pyridin-2-yl)-1a,2,5,5a-tetrahydro-1H-2,3-diaza-cyclopropa[a]pentalene-4-carbonyl]-amino}-3-fluoro-2-fluoromethyl-propionic acid methyl ester), [BH4-].[Na+] (sodium borohydride), C(=O)(O)[O-].[Na+] (NaHCO3). Solvent: C1CCOC1 (THF), CO (MeOH). Reaction conditions: temperature 23 celsius, time 2 hour. Product: FCC(CO)(CF)NC(=O)C=1C=2C[C@H]3[C@@H](C2N(N1)C1=NC=CC(=C1)Cl)C3 ((1aS,5aS)-2-(4-Chloro-pyridin-2-yl)-1a,2,5,5a-tetrahydro-1H-2,3-diaza-cyclopropa[a]pentalene-4-carboxylic Acid (2-Fluoro-1-fluoromethyl-1-hydroxymethyl-ethyl)-amide). The yield is 87.6%. RXN SMILES: C[O:2][C:3](=O)[C:4]([NH:9][C:10]([C:12]1[C:13]2[CH2:14][C@@H:15]3[CH2:27][C@@H:16]3[C:17]=2[N:18]([C:20]2[CH:25]=[C:24]([Cl:26])[CH:23]=[CH:22][N:21]=2)[N:19]=1)=[O:11])([CH2:7][F:8])[CH2:5][F:6].[BH4-].[Na+].C([O-])(O)=O.[Na+]>C1COCC1.CO>[F:8][CH2:7][C:4]([NH:9][C:10]([C:12]1[C:13]2[CH2:14][C@@H:15]3[CH2:27][C@@H:16]3[C:17]=2[N:18]([C:20]2[CH:25]=[C:24]([Cl:26])[CH:23]=[CH:22][N:21]=2)[N:19]=1)=[O:11])([CH2:5][F:6])[CH2:3][OH:2] |f:1.2,3.4|. Reported procedure: To a solution of 2-{[(1aS,5aS)-2-(4-chloro-pyridin-2-yl)-1a,2,5,5a-tetrahydro-1H-2,3-diaza-cyclopropa[a]pentalene-4-carbonyl]-amino}-3-fluoro-2-fluoromethyl-propionic acid methyl ester (130 mg, 0.316 mmol) in THF (2 mL) and MeOH (0.200 mL) was added sodium borohydride (23.94 mg, 0.633 mmol). The reaction was stirred at 23° C. for 2 h. Saturated aqueous NaHCO3 (15 mL) was added. The mixture was extracted with dichloromethane (3×15 mL). The combined organic extracts were dried (MgSO4), filtered, t... Reactants: [N+](=O)([O-])C=1C=CC2=C(C(=NCC=3N2C(=CN3)CN3C(C=2C(C3=O)=CC=CC2)=O)C2=C(C=CC=C2)Cl)C1 (8-nitro-1-(phthalimidomethyl)-6-(o-chlorophenyl)-4H-imidazo[1,2 -a][1,4]benzodiazepine), O.NN (hydrazine hydrate), C(C)O (ethanol). Yields the product ClC1=C(C=CC=C1)C1=CN=C2N1C1=C(C=NC2)C=CC=C1 (o-chlorophenyl-4H-imidazo[1,2-a][1,4]-benzodiazepine). Procedure details: In the manner given in Example 28, 8-nitro-1-(phthalimidomethyl)-6-(o-chlorophenyl)-4H-imidazo[1,2 -a][1,4]benzodiazepine is reacted at room temperature with hydrazine hydrate, dissolved in ethanol to give 8-nitro-1-(aminomethyl)-6 -(o-chlorophenyl-4H-imidazo[1,2-a][1,4]-benzodiazepine. RXN SMILES: [N+]([C:4]1[CH:5]=[CH:6][C:7]2[N:13]3C(CN4C(=O)C5=CC=CC=C5C4=O)=CN=[C:12]3[CH2:11][N:10]=[C:9]([C:29]3[CH:34]=[CH:33][CH:32]=[CH:31][C:30]=3[Cl:35])[C:8]=2[CH:36]=1)([O-])=O.O.[NH2:38]N.[CH2:40](O)[CH3:41]>>[Cl:35][C:30]1[CH:31]=[CH:32][CH:33]=[CH:34][C:29]=1[C:9]1[N:10]2[C:41]3[CH:40]=[CH:36][CH:4]=[CH:5][C:6]=3[CH:7]=[N:13][CH2:12][C:11]2=[N:38][CH:8]=1 |f:1.2|. Reactants: CC(C)(C)OC(=O)N1CCOc2cc(Br)ccc2C1, C1CCNC1, CC(C)(C)[O-], [Na+], C1COCCO1, O=C(C=Cc1ccccc1)C=Cc1ccccc1, O=C(C=Cc1ccccc1)C=Cc1ccccc1, O=C(C=Cc1ccccc1)C=Cc1ccccc1, O, [Pd], [Pd]. The product is CC(C)(C)OC(=O)N1CCOc2cc(N3CCCC3)ccc2C1. Reaction SMILES: [Br:1][c:2]1[cH:3][c:4]2[c:5]([cH:18][cH:19]1)[CH2:6][N:7]([C:11](=[O:12])[O:13][C:14]([CH3:15])([CH3:16])[CH3:17])[CH2:8][CH2:9][O:10]2.[CH2:20]1[CH2:21][CH2:22][NH:23][CH2:24]1.[CH3:25][C:26]([CH3:27])([O-:28])[CH3:29].[Na+:30].[O:32]1[CH2:33][CH2:34][O:35][CH2:36][CH2:37]1.[O:40]=[C:41]([CH:42]=[CH:43][c:44]1[cH:45][cH:46][cH:47][cH:48][cH:49]1)[CH:50]=[CH:51][c:52]1[cH:53][cH:54][cH:55][cH:56][cH:57]1.[O:58]=[C:59]([CH:60]=[CH:61][c:62]1[cH:63][cH:64][cH:65][cH:66][cH:67]1)[CH:68]=[CH:69][c:70]1[cH:71][cH:72][cH:73][cH:74][cH:75]1.[O:76]=[C:77]([CH:78]=[CH:79][c:80]1[cH:81][cH:82][cH:83][cH:84][cH:85]1)[CH:86]=[CH:87][c:88]1[cH:89][cH:90][cH:91][cH:92][cH:93]1.[OH2:31].[Pd:38].[Pd:39]>>[c:2]1([N:23]2[CH2:22][CH2:21][CH2:20][CH2:24]2)[cH:3][c:4]2[c:5]([cH:18][cH:19]1)[CH2:6][N:7]([C:11](=[O:12])[O:13][C:14]([CH3:15])([CH3:16])[CH3:17])[CH2:8][CH2:9][O:10]2. The reactants are Cc1cc(Cl)ccc1OCC1N=NC(=S)O1, NNC(=O)COc1ccc(Cl)cc1Cl, CN(C)C=O, S=C=S. The product is S=C1N=NC(COc2ccc(Cl)cc2Cl)O1. Reaction SMILES: [CH3:1][c:2]1[c:3]([O:4][CH2:5][CH:6]2[O:7][C:8](=[S:11])[N:9]=[N:10]2)[cH:12][cH:13][c:14]([Cl:16])[cH:15]1.[Cl:17][c:18]1[cH:19][c:20]([Cl:21])[cH:22][cH:23][c:24]1[O:25][CH2:26][C:27]([NH:28][NH2:29])=[O:30].[O:34]=[CH:35][N:36]([CH3:37])[CH3:38].[S:31]=[C:32]=[S:33]>>[c:2]1([Cl:17])[c:3]([O:4][CH2:5][CH:6]2[O:7][C:8](=[S:11])[N:9]=[N:10]2)[cH:12][cH:13][c:14]([Cl:16])[cH:15]1. Reactants: N#CCc1ccc2c(c1)Cc1cccnc1O2, CC(=O)O, Cl. RXN SMILES: [C:1]([CH2:2][c:4]1[cH:5][cH:6][c:7]2[c:8]([cH:17]1)[CH2:9][c:10]1[c:11]([n:12][cH:13][cH:14][cH:15]1)[O:16]2)#[N:3].[CH3:18][C:19]([OH:20])=[O:21].[ClH:22]>>[c:4]1([CH2:18][C:19]([OH:20])=[O:21])[cH:5][cH:6][c:7]2[c:8]([cH:17]1)[CH2:9][c:10]1[c:11]([n:12][cH:13][cH:14][cH:15]1)[O:16]2. Product: O=C(O)Cc1ccc2c(c1)Cc1cccnc1O2. Product: C(#N)C1(CCN(CC1)C(=O)N1CCOCC1)NC(=O)C(CC(C)(C)C)NC(=O)N1CCOCC1 (Morpholine-4-carboxylic acid {1-[4-cyano-1-(morpholine-4-carbonyl)-piperidin-4-ylcarbamoyl)-3,3-dimethyl-butyl]-amide). Reactants: Cl.C(#N)C1(CCNCC1)NC(=O)C(CC(C)(C)C)NC(=O)N1CCOCC1 (morpholine-4-carboxylic acid [1-(4-cyano-piperidin-4-ylcarbamoyl)-3,3-dimethyl-butyl]-amide hydrochloride), N1(CCOCC1)C(=O)Cl (4-morpholine carbonyl chloride), tertiary amine, CN1CCOCC1 (N-methylmorpholine). Reaction SMILES: Cl.[C:2]([C:4]1([NH:10][C:11]([CH:13]([NH:19][C:20]([N:22]2[CH2:27][CH2:26][O:25][CH2:24][CH2:23]2)=[O:21])[CH2:14][C:15]([CH3:18])([CH3:17])[CH3:16])=[O:12])[CH2:9][CH2:8][NH:7][CH2:6][CH2:5]1)#[N:3].[N:28]1([C:34](Cl)=[O:35])[CH2:33][CH2:32][O:31][CH2:30][CH2:29]1.CN1CCOCC1>C(Cl)Cl>[C:2]([C:4]1([NH:10][C:11]([CH:13]([NH:19][C:20]([N:22]2[CH2:23][CH2:24][O:25][CH2:26][CH2:27]2)=[O:21])[CH2:14][C:15]([CH3:18])([CH3:17])[CH3:16])=[O:12])[CH2:5][CH2:6][N:7]([C:34]([N:28]2[CH2:33][CH2:32][O:31][CH2:30][CH2:29]2)=[O:35])[CH2:8][CH2:9]1)#[N:3] |f:0.1|. The solvent is C(Cl)Cl (methylene chloride). Procedure: The title compound is prepared from morpholine-4-carboxylic acid [1-(4-cyano-piperidin-4-ylcarbamoyl)-3,3-dimethyl-butyl]-amide hydrochloride and 4-morpholine carbonyl chloride in the presence of a tertiary amine base such as N-methylmorpholine in a solvent such as methylene chloride.